This data is from the Open Reaction Database (ORD), a public repository of structured organic reaction records. The task is: describe an organic reaction: reactants, conditions, products, and yield Reactants: Cc1n[nH]c(C)c1CCBr, O=C([O-])[O-], CC#N, Cl, Cl, Fc1ccc(-c2nccnc2N2CCNCC2)cc1, [I-], [K+], [K+], [K+]. Yields the product Cc1n[nH]c(C)c1CCN1CCN(c2nccnc2-c2ccc(F)cc2)CC1. RXN SMILES: [Br:30][CH2:31][CH2:32][c:33]1[c:34]([CH3:39])[n:35][nH:36][c:37]1[CH3:38].[C:22](=[O:23])([O-:24])[O-:25].[CH3:40][C:41]#[N:42].[ClH:1].[ClH:2].[F:3][c:4]1[cH:5][cH:6][c:7](-[c:10]2[c:11]([N:16]3[CH2:17][CH2:18][NH:19][CH2:20][CH2:21]3)[n:12][cH:13][cH:14][n:15]2)[cH:8][cH:9]1.[I-:29].[K+:26].[K+:27].[K+:28]>>[F:3][c:4]1[cH:5][cH:6][c:7](-[c:10]2[c:11]([N:16]3[CH2:17][CH2:18][N:19]([CH2:31][CH2:32][c:33]4[c:34]([CH3:39])[n:35][nH:36][c:37]4[CH3:38])[CH2:20][CH2:21]3)[n:12][cH:13][cH:14][n:15]2)[cH:8][cH:9]1. Reactants: ClC=1C=C2C(=CNC2=CC1)CN1N=C2N(C(N(C(C2=C1C1=CC(=CN1C)C(=O)O)=O)C)=O)CC(C)C (5-{2-[(5-chloro-1H-indol-3-yl)methyl]-7-isobutyl-5-methyl-4,6-dioxo-4,5,6,7-tetrahydro-2H-pyrazolo[3,4-d]pyrimidin-3-yl}-1-methyl-1H-pyrrole-3-carboxylic acid), C(CN)N (ethane-1,2-diamine), C(#N)P(OCC)(OCC)=O (diethyl cyanophosphonate). The product is NCCNC(=O)C1=CN(C(=C1)C=1N(N=C2N(C(N(C(C21)=O)C)=O)CC(C)C)CC2=CNC1=CC=C(C=C21)Cl)C (N-(2-aminoethyl)-5-{2-[(5-chloro-1H-indol-3-yl)methyl]-7-isobutyl-5-methyl-4,6-dioxo-4,5,6,7-tetrahydro-2H-pyrazolo[3,4-d]pyrimidin-3-yl}-1-methyl-1H-pyrrole-3-carboxamide). Reaction SMILES: [Cl:1][C:2]1[CH:3]=[C:4]2[C:8](=[CH:9][CH:10]=1)[NH:7][CH:6]=[C:5]2[CH2:11][N:12]1[C:20]([C:21]2[N:25]([CH3:26])[CH:24]=[C:23]([C:27]([OH:29])=O)[CH:22]=2)=[C:19]2[C:14]([N:15]([CH2:33][CH:34]([CH3:36])[CH3:35])[C:16](=[O:32])[N:17]([CH3:31])[C:18]2=[O:30])=[N:13]1.[CH2:37]([NH2:40])[CH2:38][NH2:39].C(P(=O)(OCC)OCC)#N>>[NH2:39][CH2:38][CH2:37][NH:40][C:27]([C:23]1[CH:22]=[C:21]([C:20]2[N:12]([CH2:11][C:5]3[C:4]4[C:8](=[CH:9][CH:10]=[C:2]([Cl:1])[CH:3]=4)[NH:7][CH:6]=3)[N:13]=[C:14]3[C:19]=2[C:18](=[O:30])[N:17]([CH3:31])[C:16](=[O:32])[N:15]3[CH2:33][CH:34]([CH3:35])[CH3:36])[N:25]([CH3:26])[CH:24]=1)=[O:29]. Procedure: This compound was synthesized by the reaction of 5-{2-[(5-chloro-1H-indol-3-yl)methyl]-7-isobutyl-5-methyl-4,6-dioxo-4,5,6,7-tetrahydro-2H-pyrazolo[3,4-d]pyrimidin-3-yl}-1-methyl-1H-pyrrole-3-carboxylic acid and ethane-1,2-diamine using diethyl cyanophosphonate as a coupling reagent. Mass: 551.15 (M+H). Reactants: BrCC(=O)C1=CC=C(S1)CN1C(C=2C(C1=O)=CC=CC2)=O (5-Bromoacetyl-2-(phthalimidomethyl)thiophene), NC1=NC=CC=C1 (2-aminopyridine). The solvent is C(C)O (ethanol). The product is C1(C=2C(C(N1CC1=CC=C(S1)C=1N=C3N(C=CC=C3)C1)=O)=CC=CC2)=O (2-[5-Phthalimidomethyl-2-thienyl]imidazo[1,2-a]pyridine). Isolated yield 48.1%. As a reaction SMILES: Br[CH2:2][C:3]([C:5]1[S:9][C:8]([CH2:10][N:11]2[C:15](=[O:16])[C:14]3=[CH:17][CH:18]=[CH:19][CH:20]=[C:13]3[C:12]2=[O:21])=[CH:7][CH:6]=1)=O.[NH2:22][C:23]1[CH:28]=[CH:27][CH:26]=[CH:25][N:24]=1>C(O)C>[C:15]1(=[O:16])[N:11]([CH2:10][C:8]2[S:9][C:5]([C:3]3[N:22]=[C:23]4[CH:28]=[CH:27][CH:26]=[CH:25][N:24]4[CH:2]=3)=[CH:6][CH:7]=2)[C:12](=[O:21])[C:13]2=[CH:20][CH:19]=[CH:18][CH:17]=[C:14]12. Reported procedure: 5-Bromoacetyl-2-(phthalimidomethyl)thiophene (0.80 g) and 2-aminopyridine (0.23 g) were dissolved in anhydrous ethanol (50 ml) and heated under reflux for 6 hours. The resulting crystals were collected by filtration and purified by a silica gel column chromatography (chloroform:methanol=100:1) to give 0.38 g of the title compound. The reactants are FC(C=1C=C(C=CC1)C1=CNC2=CC(=CC=C12)C(=O)OC)(F)F (Methyl 3-(3-trifluoromethylphenyl)-1H-indole-6-carboxylate), O[Li].O (LiOH.H2O). Run in C1CCOC1.O (THF H2O). Yields the product FC(C=1C=C(C=CC1)C1=CNC2=CC(=CC=C12)C(=O)O)(F)F (3-(3-Trifluoromethyl-phenyl)-1H-indole-6-carboxylic acid). The yield is 94.0%. As a reaction SMILES: [F:1][C:2]([F:23])([F:22])[C:3]1[CH:4]=[C:5]([C:9]2[C:17]3[C:12](=[CH:13][C:14]([C:18]([O:20]C)=[O:19])=[CH:15][CH:16]=3)[NH:11][CH:10]=2)[CH:6]=[CH:7][CH:8]=1.O[Li].O>C1COCC1.O>[F:22][C:2]([F:1])([F:23])[C:3]1[CH:4]=[C:5]([C:9]2[C:17]3[C:12](=[CH:13][C:14]([C:18]([OH:20])=[O:19])=[CH:15][CH:16]=3)[NH:11][CH:10]=2)[CH:6]=[CH:7][CH:8]=1 |f:1.2,3.4|. Procedure details: A solution of compound 15d (TFA salt, 500 mg, 1.15 mmol), and LiOH.H2O (132.7 mg, 3.16 mmol) in THF/H2O (10 mL/10 mL) was stirred at 45° C. overnight. The resulting mixture was concentrated and diluted with water. The aqueous layer was acidified with 1N aqueous HCl to pH˜4 and extracted with CH2Cl2. The organic solution was dried over Na2SO4 and concentrated to give compound 15e (330 mg), which was used in the next reaction without further purification. MS m/z (M+H+) 306.0. The reactants are CC(CC)=O (2-butanone), O=O (oxygen), CC(CC(C)(C)C)(C)OO (1,1,3,3-tetramethylbutyl hydroperoxide), S(O)(O)(=O)=O (sulfuric acid). The solvent is CCCCC (pentane). Run at temperature 0 celsius, time 4 hour. The product is C(C)(C)(CC(C)(C)C)OOC(C)(CC)OOC(C)(C)CC(C)(C)C (2,2-Di-(t-Octylperoxy)Butane). Yield: 54.2%. Reaction SMILES: [CH3:1][C:2](=[O:5])[CH2:3][CH3:4].[CH3:6][C:7]([O:14]O)([CH3:13])[CH2:8][C:9]([CH3:12])([CH3:11])[CH3:10].S(=O)(=O)(O)O.[O:21]=[O:22]>CCCCC>[C:7]([O:21][O:22][C:2]([O:5][O:14][C:7]([CH2:8][C:9]([CH3:12])([CH3:11])[CH3:10])([CH3:13])[CH3:6])([CH2:3][CH3:4])[CH3:1])([CH2:8][C:9]([CH3:12])([CH3:11])[CH3:10])([CH3:13])[CH3:6]. Reported procedure: To a jacketed reactor was charged 8.36g. (0.116 mole) of 2-butanone, 38.0g. (0.232 mole) of 1,1,3,3-tetramethylbutyl hydroperoxide (89.7% assay) and 100 ml. of pentane. To the vigorously stirred mixture at 0°C was added 17.2g. of 77% sulfuric acid over a period of 15 minutes and the mixture was allowed to stir at 0°C for 4 hours. The product was worked up as in Example I and 23.8g. (59.5% of theory, uncorr.) of liquid was obtained which had an active oxygen content of 8.41% (theory, 9.25%). Henc... Run at time 2.5 hour. Yields the product OC1=CC=C(C=C1)SC1C2C(CC(C1)C2)SC2=CC=C(C=C2)O (2,6-bis-(4-hydroxyphenylthio)bicyclo[2.2.1]heptane). Reaction SMILES: [SH:1][C:2]1[CH:7]=[CH:6][C:5]([OH:8])=[CH:4][CH:3]=1.[CH:9]12[CH2:15][CH:12]([CH:13]=[CH:14]1)[CH:11]=[CH:10]2>C1(C)C=CC=CC=1>[OH:8][C:5]1[CH:6]=[CH:7][C:2]([S:1][CH:10]2[CH2:11][CH:12]3[CH2:15][CH:9]2[CH:14]([S:1][C:2]2[CH:7]=[CH:6][C:5]([OH:8])=[CH:4][CH:3]=2)[CH2:13]3)=[CH:3][CH:4]=1. Reactants: SC1=CC=C(C=C1)O (4-mercaptophenol), C12C=CC(C=C1)C2 (2,5-norbornadiene). Solvent: C1(=CC=CC=C1)C (toluene). Reported procedure: To the reactor of Example 1 was added 66 grams of 4-mercaptophenol, 100 ml. toluene and 24.1 grams of 2,5-norbornadiene. The mixture was reached for 2.5 hours at 70° C. The mixture was cooled to ambient temperature and after 16 hours the white solid was filtered and washed with benzene. The product contained 17.9% sulfur and had a melting point of 142°-146° C. Reactants: S1C2=C(C=C1C(CBr)=O)C=CC1=CC(=CC=C12)C(CBr)=O (1,1′-(naphtho[1,2-b]thiophene-2,7-diyl)bis(2-bromoethanone)), C(C)(C)(C)OC(=O)N1[C@@H]2CC[C@H]([C@H]1C(=O)O)C2 ((1R,3S,4S)-2-(tert-butoxycarbonyl)-2-azabicyclo[2.2.1]heptane-3-carboxylic acid). The product is [C@@H]12N([C@@H]([C@@H](CC1)C2)C(=O)OCC(=O)C=2C=C1C=CC3=C(SC(=C3)C(COC(=O)[C@H]3N([C@@H]4CC[C@H]3C4)C(=O)OC(C)(C)C)=O)C1=CC2)C(=O)OC(C)(C)C ((1R,3S,4S)-3-(2-(2-(2-(((1R,3S,4S)-2-(tert-butoxycarbonyl)-2-azabicyclo[2.2.1]heptane-3-carbonyl)oxy)acetyl)naphtho[1,2-b]thiophen-7-yl)-2-oxoethyl) 2-tert-butyl 2-azabicyclo[2.2.1]heptane-2,3-dicarboxylate). As a reaction SMILES: [S:1]1[C:5]([C:6](=[O:9])[CH2:7]Br)=[CH:4][C:3]2[CH:10]=[CH:11][C:12]3[C:17]([C:2]1=2)=[CH:16][CH:15]=[C:14]([C:18](=[O:21])[CH2:19]Br)[CH:13]=3.[C:22]([O:26][C:27]([N:29]1[C@H:34]([C:35]([OH:37])=[O:36])[C@@H:33]2[CH2:38][C@H:30]1[CH2:31][CH2:32]2)=[O:28])([CH3:25])([CH3:24])[CH3:23]>>[C@H:30]12[CH2:38][C@H:33]([CH2:32][CH2:31]1)[C@@H:34]([C:35]([O:37][CH2:19][C:18]([C:14]1[CH:13]=[C:12]3[C:17](=[CH:16][CH:15]=1)[C:2]1[S:1][C:5]([C:6](=[O:9])[CH2:7][O:37][C:35]([C@@H:34]4[C@@H:33]5[CH2:38][C@@H:30]([CH2:31][CH2:32]5)[N:29]4[C:27]([O:26][C:22]([CH3:25])([CH3:24])[CH3:23])=[O:28])=[O:36])=[CH:4][C:3]=1[CH:10]=[CH:11]3)=[O:21])=[O:36])[N:29]2[C:27]([O:26][C:22]([CH3:25])([CH3:23])[CH3:24])=[O:28]. Reported procedure: was synthesized from 1,1′-(naphtho[1,2-b]thiophene-2,7-diyl)bis(2-bromoethanone) (10c) and (1R,3S,4S)-2-(tert-butoxycarbonyl)-2-azabicyclo[2.2.1]heptane-3-carboxylic acid (see, e.g., WO 2012/041227) by following an analogous procedure described in Step 5, Example 1. m/z 746.3 (M+H)+. The reactants are C[C@]12C(C([C@H](CC1)C2(C)C)=O)=O ((1S,4R)-1,7,7-trimethyl-bicyclo[2.2.1]heptane-2,3-dione), COP(OC)(=O)CC(=O)C=1C=NN(C1C1CC1)C(C)(C)C ([2-(1-tert-Butyl-5-cyclopropyl-1H-pyrazol-4-yl)-2-oxo-ethyl]-phosphonic acid dimethyl ester), O.NN (hydrazine monohydrate). Yields the product C(C)(C)(C)N1N=CC(=C1C1CC1)C1=NN=C2[C@]3(CC[C@@H](C2=C1)C3(C)C)C ((1S,8R)-5-(1-tert-Butyl-5-cyclopropyl-1H-pyrazol-4-yl)-1,11,11-trimethyl-3,4-diaza-tricyclo[6.2.1.02,7]undeca-2,4,6-triene). Reaction SMILES: [CH3:1][C@@:2]12[C:8]([CH3:10])([CH3:9])[C@@H:5]([CH2:6][CH2:7]1)[C:4](=O)[C:3]2=O.COP([CH2:19][C:20]([C:22]1[CH:23]=[N:24][N:25]([C:30]([CH3:33])([CH3:32])[CH3:31])[C:26]=1[CH:27]1[CH2:29][CH2:28]1)=O)(=O)OC.O.[NH2:35][NH2:36]>>[C:30]([N:25]1[C:26]([CH:27]2[CH2:29][CH2:28]2)=[C:22]([C:20]2[CH:19]=[C:4]3[C:3]([C@:2]4([CH3:1])[C:8]([CH3:10])([CH3:9])[C@H:5]3[CH2:6][CH2:7]4)=[N:36][N:35]=2)[CH:23]=[N:24]1)([CH3:33])([CH3:32])[CH3:31] |f:2.3|. Procedure: yellow solid. MS (ESI): 351.2 (MH+). Prepared from (1S,4R)-1,7,7-trimethyl-bicyclo[2.2.1]heptane-2,3-dione, [2-(1-tert-Butyl-5-cyclopropyl-1H-pyrazol-4-yl)-2-oxo-ethyl]-phosphonic acid dimethyl ester, hydrazine monohydrate. The reactants are ClC1=C(C=NC2=C(C=CC=C12)C(F)(F)F)C(=O)C1=NC=CC=C1 ((4-chloro-8-trifluoromethyl-quinolin-3-yl)-pyridin-2-yl-methanone), CC1=CC=C(C=C1)B(O)O (4-methylphenylboronic acid). The product is CC1=CC=C(C=C1)C1=C(C=NC2=C(C=CC=C12)C(F)(F)F)C(=O)C1=NC=CC=C1 ([4-(4-METHYLPHENYL)-8-(TRIFLUOROMETHYL)QUINOLIN-3-YL](PYRIDIN-2-YL)METHANONE). RXN SMILES: Cl[C:2]1[C:11]2[C:6](=[C:7]([C:12]([F:15])([F:14])[F:13])[CH:8]=[CH:9][CH:10]=2)[N:5]=[CH:4][C:3]=1[C:16]([C:18]1[CH:23]=[CH:22][CH:21]=[CH:20][N:19]=1)=[O:17].[CH3:24][C:25]1[CH:30]=[CH:29][C:28](B(O)O)=[CH:27][CH:26]=1>>[CH3:24][C:25]1[CH:30]=[CH:29][C:28]([C:2]2[C:11]3[C:6](=[C:7]([C:12]([F:15])([F:14])[F:13])[CH:8]=[CH:9][CH:10]=3)[N:5]=[CH:4][C:3]=2[C:16]([C:18]2[CH:23]=[CH:22][CH:21]=[CH:20][N:19]=2)=[O:17])=[CH:27][CH:26]=1. Reported procedure: This compound was prepared using the procedure of Example 1, step 5 using (4-chloro-8-trifluoromethyl-quinolin-3-yl)-pyridin-2-yl-methanone in place of [4-chloro-8-(trifluoromethyl)quinolin-3-yl](phenyl)methanone and 4-methylphenylboronic acid in place of phenyl boronic acid. MS (ESI) m/z 393 ([M+H]+); Anal. Calcd for C23H15F3N2O.0.2H2O: C, 69.76; H, 3.92; N, 7.07. Found: C, 69.73; H, 3.79; N, 6.99. Starting materials: ClCCBr, O=C([O-])[O-], COc1cc([N+](=O)[O-])ccc1O, [K+], [K+], CN(C)C=O. The product is COc1cc([N+](=O)[O-])ccc1OCCCl. Reaction SMILES: [Br:13][CH2:14][CH2:15][Cl:16].[C:17](=[O:18])([O-:19])[O-:20].[CH3:1][O:2][c:3]1[c:4]([OH:12])[cH:5][cH:6][c:7]([N+:9](=[O:10])[O-:11])[cH:8]1.[K+:21].[K+:22].[O:23]=[CH:24][N:25]([CH3:26])[CH3:27]>>[CH3:1][O:2][c:3]1[c:4]([O:12][CH2:14][CH2:15][Cl:16])[cH:5][cH:6][c:7]([N+:9](=[O:10])[O-:11])[cH:8]1.